From a dataset of the Open Reaction Database (ORD), a public repository of structured organic reaction records. describe an organic reaction: reactants, conditions, products, and yield The reactants are FC=1C(=CC(=C(C(=O)N)C1)[N+](=O)[O-])S(=O)(=O)C (5-fluoro-4-(methysulfonyl)-2-nitrobenzamide), N1CC1 (aziridine). Run in O1CCOCC1 (dioxane). The product is N1(CC1)C=1C(=CC(=C(C(=O)N)C1)[N+](=O)[O-])S(=O)(=O)C (5-(aziridin-1-yl)-4-(methylsulfonyl)-2-nitrobenzamide). Yield: 76.1%. RXN SMILES: F[C:2]1[C:3]([S:14]([CH3:17])(=[O:16])=[O:15])=[CH:4][C:5]([N+:11]([O-:13])=[O:12])=[C:6]([CH:10]=1)[C:7]([NH2:9])=[O:8].[NH:18]1[CH2:20][CH2:19]1>O1CCOCC1>[N:18]1([C:2]2[C:3]([S:14]([CH3:17])(=[O:16])=[O:15])=[CH:4][C:5]([N+:11]([O-:13])=[O:12])=[C:6]([CH:10]=2)[C:7]([NH2:9])=[O:8])[CH2:20][CH2:19]1. Reported procedure: A stirred suspension of 5-fluoro-4-(methysulfonyl)-2-nitrobenzamide (Atwell et al., Anti-Cancer Drug Design, 1996, 11, 553-567) (262 mg, 1.00 mmol) in dry dioxane (15 mL) was treated with aziridine (207 μL, 4.00 mmol) at 35° C. for 1 h. The solvent was then removed under reduced pressure, and the residue was shaken with water and recrystallized from MeOH to give 12 (217 mg, 76%) mp 222-224° C., 1H NMR [(CD3)2SO]δ68.39 (s, 1H, H-3), 8.14 & 7 86 (2xbr s, 2H, CONH2), 7.33 (s, 1H, H-6), 3 41 (s, 3H,...